This data is from the Open Reaction Database (ORD), a public repository of structured organic reaction records. The task is: describe an organic reaction: reactants, conditions, products, and yield Procedure details: A mixture of 4-chloro-5-iodo-2-methoxybenzoic acid (2 g, 6.41 mmol) concentrated sulfuric acid (1.5 mL) in MeOH (50 mL) was stirred at reflux for 16 h. The mixture was allowed to cool to room temperature and partitioned between water and ethyl acetate. The organic layer was washed with water and brine, dried over Na2SO4 and concentrated in vacuo to afford the desired product (1.85 g, 85% yield) as a yellow oil. RXN SMILES: [Cl:1][C:2]1[C:10]([I:11])=[CH:9][C:5]([C:6]([OH:8])=[O:7])=[C:4]([O:12][CH3:13])[CH:3]=1.[CH3:14]O>>[Cl:1][C:2]1[C:10]([I:11])=[CH:9][C:5]([C:6]([O:8][CH3:14])=[O:7])=[C:4]([O:12][CH3:13])[CH:3]=1. Yield: 85.0%. Starting materials: ClC1=CC(=C(C(=O)O)C=C1I)OC (4-chloro-5-iodo-2-methoxybenzoic acid), CO (MeOH). Product: ClC1=CC(=C(C(=O)OC)C=C1I)OC (Methyl 4-chloro-5-iodo-2-methoxybenzoate). Reactants: NC1(CCN(CC1)C(=O)OC(C)(C)C)C(=O)[O-] (4-Amino-1-tert-butoxycarbonylpiperidine-4-carboxylate), C(C)(C)N(CC)C(C)C (diisopropylethylamine), C[Si](C)(C)C=[N+]=[N-] (trimethylsilyldiazomethane). The solvent is C(C)#N (acetonitrile), CO (methanol). Reaction conditions: time 8 hour. The product is NC1(CCN(CC1)C(=O)OC(C)(C)C)C(=O)OC (Methyl 4-amino-1-tert-butoxycarbonylpiperidine-4-carboxylate). Yield: 76.0%. Reaction SMILES: [NH2:1][C:2]1([C:15]([O-:17])=[O:16])[CH2:7][CH2:6][N:5]([C:8]([O:10][C:11]([CH3:14])([CH3:13])[CH3:12])=[O:9])[CH2:4][CH2:3]1.[CH:18](N(C(C)C)CC)(C)C.C[Si](C=[N+]=[N-])(C)C>C(#N)C.CO>[NH2:1][C:2]1([C:15]([O:17][CH3:18])=[O:16])[CH2:7][CH2:6][N:5]([C:8]([O:10][C:11]([CH3:12])([CH3:13])[CH3:14])=[O:9])[CH2:4][CH2:3]1. Procedure: 4-Amino-1-tert-butoxycarbonylpiperidine-4-carboxylate (5 g) in acetonitrile (22 ml) and methanol (2 ml) was treated with diisopropylethylamine (3.65 ml) and trimethylsilyldiazomethane (2M in hexane, 13.9 ml). After overnight stirring and evaporation of solvent, the crude product was chromatographed on silica gel (0–50% ethyl acetate/petrol) to give a yellow oil (4 g, 76%). Reactants: O (water), ClC=1C=CC(=C(C(=O)OC)C1)[N+](=O)[O-] (Methyl 5-chloro-2-nitrobenzoate), FC1=C(C=CC(=C1)F)O (2,4-difluorophenol), C([O-])([O-])=O.[K+].[K+] (potassium carbonate). Solvent: CN1CCCC1=O (NMP). Yields the product COC(C1=C(C=CC(=C1)OC1=C(C=C(C=C1)F)F)[N+](=O)[O-])=O (5-(2,4-Difluoro-phenoxy)-2-nitro-benzoic acid methyl ester). Yield: 63.5%. RXN SMILES: Cl[C:2]1[CH:3]=[CH:4][C:5]([N+:12]([O-:14])=[O:13])=[C:6]([CH:11]=1)[C:7]([O:9][CH3:10])=[O:8].[F:15][C:16]1[CH:21]=[C:20]([F:22])[CH:19]=[CH:18][C:17]=1[OH:23].C(=O)([O-])[O-].[K+].[K+].O>CN1C(=O)CCC1>[CH3:10][O:9][C:7](=[O:8])[C:6]1[CH:11]=[C:2]([O:23][C:17]2[CH:18]=[CH:19][C:20]([F:22])=[CH:21][C:16]=2[F:15])[CH:3]=[CH:4][C:5]=1[N+:12]([O-:14])=[O:13] |f:2.3.4|. Procedure details: Methyl 5-chloro-2-nitrobenzoate (73 g, 0.34 mol), 2,4-difluorophenol (51.1 g, 0.39 mol) and potassium carbonate (73 g, 0.53 mol) in NMP (200 mL) were stirred at 160° C. for 2 h. The reaction mixture was cooled to room temperature poured into water (250 mL) and extracted into EtOAc (2×100 mL). The organic layer was washed several times with water, dried over sodium sulfate, concentrated in vacuo, and the residue was purified by flash chromatography eluting with hexane: EtOAc (95:5) to yield 66.8 ... Starting materials: [OH-].[K+] (potassium hydroxide), BrN1C(CCC1=O)=O (N-bromosuccinimide), C(Cl)(Cl)(Cl)Cl (carbon tetrachloride), FC1=C(C=CC(=C1)CC)C1=CC=CC=C1 (2-fluoro-4-ethylbiphenyl), resultant mixture. Reagents/catalysts: C(C1=CC=CC=C1)(=O)OOC(C1=CC=CC=C1)=O (benzoyl peroxide). Run in C(C)O (ethyl alcohol). The product is FC1=C(C=CC(=C1)C=C)C1=CC=CC=C1 (2-fluoro-4-vinylbiphenyl). The yield is 55.6%. RXN SMILES: C(Cl)(Cl)(Cl)Cl.[F:6][C:7]1[CH:12]=[C:11]([CH2:13][CH3:14])[CH:10]=[CH:9][C:8]=1[C:15]1[CH:20]=[CH:19][CH:18]=[CH:17][CH:16]=1.BrN1C(=O)CCC1=O.[OH-].[K+]>C(OOC(=O)C1C=CC=CC=1)(=O)C1C=CC=CC=1.C(O)C>[F:6][C:7]1[CH:12]=[C:11]([CH:13]=[CH2:14])[CH:10]=[CH:9][C:8]=1[C:15]1[CH:16]=[CH:17][CH:18]=[CH:19][CH:20]=1 |f:3.4|. Procedure details: In 750 ml. of carbon tetrachloride was dissolved 10 g of 2-fluoro-4-ethylbiphenyl. Then to the solution were added 10 g of N-bromosuccinimide and 0.1 g of benzoyl peroxide. After cooling, a solid substance was filtered off, and from the filtrate containing α-(2-fluoro-4-biphenylyl)ethyl bromide was distilled off the carbon tetrachloride. The residue thus obtained was dissolved in 500 ml. of ethyl alcohol, and then added with 17 g of potassium hydroxide. The resultant mixture was refluxed under h... The reactants are Cl (hydrochloric acid), CC(C(CN1C(N(C2=C(C1=O)C=C(S2)CC)CC2=CC=C(C=C2)C2=C(C=CC=C2)C2=NOC(N2)=O)=O)=O)(C)C (3-(3,3-dimethyl-2-oxobutyl)-6-ethyl-1-{[2′-(5-oxo-4,5-dihydro-1,2,4-oxadiazol-3-yl)biphenyl-4-yl]methyl}thieno[2,3-d]pyrimidine-2,4(1H,3H)-dione), Cl.NOC ((aminooxy)methane hydrochloride), N1=CC=CC=C1 (pyridine). The yield is 36.6%. RXN SMILES: [CH3:1][C:2]([CH3:39])([CH3:38])[C:3](=O)[CH2:4][N:5]1[C:10](=[O:11])[C:9]2[CH:12]=[C:13]([CH2:15][CH3:16])[S:14][C:8]=2[N:7]([CH2:17][C:18]2[CH:23]=[CH:22][C:21]([C:24]3[CH:29]=[CH:28][CH:27]=[CH:26][C:25]=3[C:30]3[NH:34][C:33](=[O:35])[O:32][N:31]=3)=[CH:20][CH:19]=2)[C:6]1=[O:36].Cl.[NH2:41][O:42][CH3:43].N1C=CC=CC=1.Cl>O.C(OCC)(=O)C.C(O)C>[CH2:15]([C:13]1[S:14][C:8]2[N:7]([CH2:17][C:18]3[CH:23]=[CH:22][C:21]([C:24]4[CH:29]=[CH:28][CH:27]=[CH:26][C:25]=4[C:30]4[NH:34][C:33](=[O:35])[O:32][N:31]=4)=[CH:20][CH:19]=3)[C:6](=[O:36])[N:5]([CH2:4][C:3](=[N:41][O:42][CH3:43])[C:2]([CH3:38])([CH3:1])[CH3:39])[C:10](=[O:11])[C:9]=2[CH:12]=1)[CH3:16] |f:1.2|. Yields the product C(C)C1=CC2=C(N(C(N(C2=O)CC(C(C)(C)C)=NOC)=O)CC2=CC=C(C=C2)C2=C(C=CC=C2)C2=NOC(N2)=O)S1 (6-ethyl-3-[2-(methoxyimino)-3,3-dimethylbutyl]-1-{[2′-(5-oxo-4,5-dihydro-1,2,4-oxadiazol-3-yl)biphenyl-4-yl]methyl}thieno[2,3-d]pyrimidine-2,4(1H,3H)-dione). Run at temperature 100 celsius, time 16 hour. Reported procedure: A mixture of 3-(3,3-dimethyl-2-oxobutyl)-6-ethyl-1-{[2′-(5-oxo-4,5-dihydro-1,2,4-oxadiazol-3-yl)biphenyl-4-yl]methyl}thieno[2,3-d]pyrimidine-2,4(1H,3H)-dione (0.20 g), (aminooxy)methane hydrochloride (0.15 g), pyridine (2 mL) and ethanol (2 mL) was stirred at 100° C. for 16 hr. To the reaction mixture were added ethyl acetate and water, and the mixture was adjusted to pH 4 with 1N hydrochloric acid. The organic layer was washed with saturated brine, and dried over anhydrous magnesium sulfate. Th... The solvent is O (water), C(C)(=O)OCC (ethyl acetate), C(C)O (ethanol).